The task is: describe an organic reaction: reactants, conditions, products, and yield. This data is from the Open Reaction Database (ORD), a public repository of structured organic reaction records. The reactants are CC1(CC(C(C2=CC(=CC=C12)C)(C)C)C)C (1,1,3,4,4,6-hexamethyl-1,2,3,4-tetrahydronaphthalene), ClCCl (dichloromethane), [Al+3].[Cl-].[Cl-].[Cl-] (AlCl3). Run at temperature 0 celsius, time 2.5 hour. Yields the product CC1(C(CC(C2=CC(=CC=C12)C)(C)C)C)C (1,1,2,4,4,6-hexamethyl-1,2,3,4-tetrahydronaphthalene), crude product. As a reaction SMILES: [CH3:1][C:2]1([CH3:16])[C:11]2[C:6](=[CH:7][C:8](C)=[CH:9][CH:10]=2)[C:5]([CH3:14])([CH3:13])[CH:4]([CH3:15])[CH2:3]1.[Al+3].[Cl-].[Cl-].[Cl-].Cl[CH2:22]Cl>>[CH3:13][C:5]1([CH3:14])[C:6]2[C:11](=[CH:10][C:9]([CH3:22])=[CH:8][CH:7]=2)[C:2]([CH3:16])([CH3:1])[CH2:3][CH:4]1[CH3:15] |f:1.2.3.4|. Procedure details: The starting material 1,1,2,4,4,6-hexamethyl-1,2,3,4-tetrahydronaphthalene is prepared as follows. A 100 ml four-necked round bottom flask is charged with 1,1,3,4,4,6-hexamethyl-1,2,3,4-tetrahydronaphthalene (HMT) (20 g) and dichloromethane (32.6 g) and cooled to 0° C. with a dry ice/isopropanol bath. To the flask is then added, with stirring, anhydrous AlCl3 (2.507 g). The temperature of the flask is maintained between about 0° C. and 10° C. while the reaction is allowed to proceed for about 2....